Dataset: the Open Reaction Database (ORD), a public repository of structured organic reaction records. Task: describe an organic reaction: reactants, conditions, products, and yield The reactants are COC(=O)c1cc(OC)cc(OC)c1, CC#N, [Na+], [Na+], O=C1CCC(=O)N1Br, O=S([O-])[O-]. The product is COC(=O)c1cc(OC)cc(OC)c1Br. Reaction SMILES: [CH3:1][O:2][C:3]([c:4]1[cH:5][c:6]([O:12][CH3:13])[cH:7][c:8]([O:10][CH3:11])[cH:9]1)=[O:14].[CH3:29][C:30]#[N:31].[Na+:27].[Na+:28].[O:15]=[C:16]1[N:17]([Br:22])[C:18](=[O:19])[CH2:20][CH2:21]1.[S:23]([O-:24])([O-:25])=[O:26]>>[CH3:1][O:2][C:3]([c:4]1[cH:5][c:6]([O:12][CH3:13])[cH:7][c:8]([O:10][CH3:11])[c:9]1[Br:22])=[O:14]. Starting materials: C(C)(C)(C)OC(=O)N1CCC(CC1)OC1=CC=C(C=C1)NC/C=C/C=1C=C(C#N)C=CC1 (3-[3-[N-[4-(1-t-butoxycarbonylpiperidin-4-yloxy)phenyl]amino]-1-(E)-propenyl]benzonitrile), C(C)=O (acetaldehyde), C(C)(=O)O (acetic acid), C(#N)[BH3-].[Na+] (sodium cyanoborohydride). Run in ClCCl (dichloromethane), CO (methanol), O (water). Reaction conditions: time 2 hour. Yields the product C(C)(C)(C)OC(=O)N1CCC(CC1)OC1=CC=C(C=C1)N(CC)C/C=C/C=1C=C(C#N)C=CC1 (3-[3-[N-[4-(1-t-Butoxycarbonylpiperidin-4-yloxy)phenyl]-N-ethylamino]-1-(E)-propenyl]benzonitrile). Yield: 62.0%. As a reaction SMILES: [C:1]([O:5][C:6]([N:8]1[CH2:13][CH2:12][CH:11]([O:14][C:15]2[CH:20]=[CH:19][C:18]([NH:21][CH2:22]/[CH:23]=[CH:24]/[C:25]3[CH:26]=[C:27]([CH:30]=[CH:31][CH:32]=3)[C:28]#[N:29])=[CH:17][CH:16]=2)[CH2:10][CH2:9]1)=[O:7])([CH3:4])([CH3:3])[CH3:2].[CH:33](=O)[CH3:34].C(O)(=O)C.C([BH3-])#N.[Na+]>ClCCl.CO.O>[C:1]([O:5][C:6]([N:8]1[CH2:13][CH2:12][CH:11]([O:14][C:15]2[CH:20]=[CH:19][C:18]([N:21]([CH2:22]/[CH:23]=[CH:24]/[C:25]3[CH:26]=[C:27]([CH:30]=[CH:31][CH:32]=3)[C:28]#[N:29])[CH2:33][CH3:34])=[CH:17][CH:16]=2)[CH2:10][CH2:9]1)=[O:7])([CH3:4])([CH3:2])[CH3:3] |f:3.4|. Reported procedure: To a solution of 3-[3-[N-[4-(1-t-butoxycarbonylpiperidin-4-yloxy)phenyl]amino]-1-(E)-propenyl]benzonitrile (1000 mg) and acetaldehyde (0.52 ml) in a mixture of dichloromethane (10 ml) and methanol (20 ml) were added acetic acid (0.26 ml) and sodium cyanoborohydride (144 mg) in an ice bath. The mixture was stirred at the same temperature for 2 hours and then at room temperature overnight. To the reaction mixture was added water, and the mixture was then extracted with ethyl acetate. The extractan... The reactants are C12CSCC(CNC1)C2 (3-Thia-7-azabicyclo[3.3.1]nonane), C(C)(=O)OCC (ethyl acetate), [OH-].[Na+] (NaOH), C(C1=CC=CC=C1)(=O)Cl (benzoyl chloride). The solvent is C(Cl)Cl (CH2Cl2), O (H2O), O (H2O). Conditions: time 30 minute. Yields the product C(C1=CC=CC=C1)(=O)N1CC2CSCC(C1)C2 (7-Benzoyl-3-thia-7-azabicyclo[3.3.1]nonane). Yield: 53.3%. RXN SMILES: [OH-].[Na+].[CH:3]12[CH2:11][CH:7]([CH2:8][NH:9][CH2:10]1)[CH2:6][S:5][CH2:4]2.[C:12](Cl)(=[O:19])[C:13]1[CH:18]=[CH:17][CH:16]=[CH:15][CH:14]=1.C(OCC)(=O)C>O.C(Cl)Cl>[C:12]([N:9]1[CH2:8][CH:7]2[CH2:11][CH:3]([CH2:4][S:5][CH2:6]2)[CH2:10]1)(=[O:19])[C:13]1[CH:18]=[CH:17][CH:16]=[CH:15][CH:14]=1 |f:0.1|. Reported procedure: A 10-mL, two-necked, round-bottomed flask was equipped with a magnetic stirrer, an ice bath, a standard condenser with a N2 inlet, and a glass stopper. To a chilled (5° C.) solution of NaOH pellets (0.1 g, 2.38 mmol) in H2O (1.7 mL) was added a solution of the amine (28, 0.17 g, 1.19 mmol) in CH2Cl2 (1 mL). This was followed by the dropwise addition of a solution of benzoyl chloride (0.2 g, 1.43 mmol) over ~5 min. After stirring for 30 min at 0°-5° C., 30 min at RT, and then 15 min over a steam ... The yield is 92.0%. Reactants: NC1=C(C=CC(=C1)C)O (2-amino-4-methylphenol), FC(C1=C(C=CC=C1)C1=CC=C(O1)C=O)(F)F (5-(2-(trifluoromethyl)phenyl)furan-2-carbaldehyde). The product is CC1=CC(=C(C=C1)O)N=CC=1OC(=CC1)C1=C(C=CC=C1)C(F)(F)F (4-methyl-2-{[5-(2-(trifluoromethyl)phenyl)furan-2-yl]methyleneamino}phenol), powder. Reported procedure: Using 2-amino-4-methylphenol and 5-(2-(trifluoromethyl)phenyl)furan-2-carbaldehyde, 3.82 g of 4-methyl-2-{[5-(2-(trifluoromethyl)phenyl)furan-2-yl]methyleneamino}phenol were obtained as a yellow powder (yield 92%). Reaction SMILES: [NH2:1][C:2]1[CH:7]=[C:6]([CH3:8])[CH:5]=[CH:4][C:3]=1[OH:9].[F:10][C:11]([F:26])([F:25])[C:12]1[CH:17]=[CH:16][CH:15]=[CH:14][C:13]=1[C:18]1[O:22][C:21]([CH:23]=O)=[CH:20][CH:19]=1>>[CH3:8][C:6]1[CH:5]=[CH:4][C:3]([OH:9])=[C:2]([N:1]=[CH:23][C:21]2[O:22][C:18]([C:13]3[CH:14]=[CH:15][CH:16]=[CH:17][C:12]=3[C:11]([F:25])([F:10])[F:26])=[CH:19][CH:20]=2)[CH:7]=1. The reactants are ClC=1C=CC(=C(C(=O)O)C1)NC(CCl)=O (5-chloro-2-[(chloroacetyl)amino]benzoic acid), C(C1=CC=CC=C1)(C1=CC=CC=C1)N (benzhydrylamine), [I-].[Na+] (sodium iodide). The solvent is CN(C)C=O (DMF), C(C)(=O)OCC (ethyl acetate). The product is ClC=1C=CC(=C(C(=O)O)C1)NC(CNC(C1=CC=CC=C1)C1=CC=CC=C1)=O (5-chloro-2-{[N-(diphenylmethyl)glycyl]amino}benzoic acid). Isolated yield 49.0%. Reaction SMILES: [Cl:1][C:2]1[CH:3]=[CH:4][C:5]([NH:11][C:12](=[O:15])[CH2:13]Cl)=[C:6]([CH:10]=1)[C:7]([OH:9])=[O:8].[CH:16]([NH2:29])([C:23]1[CH:28]=[CH:27][CH:26]=[CH:25][CH:24]=1)[C:17]1[CH:22]=[CH:21][CH:20]=[CH:19][CH:18]=1.[I-].[Na+]>CN(C=O)C.C(OCC)(=O)C>[Cl:1][C:2]1[CH:3]=[CH:4][C:5]([NH:11][C:12](=[O:15])[CH2:13][NH:29][CH:16]([C:17]2[CH:22]=[CH:21][CH:20]=[CH:19][CH:18]=2)[C:23]2[CH:28]=[CH:27][CH:26]=[CH:25][CH:24]=2)=[C:6]([CH:10]=1)[C:7]([OH:9])=[O:8] |f:2.3|. Procedure: 1.0 g (4.0 mmol) of 5-chloro-2-[(chloroacetyl)amino]benzoic acid obtained in Example 72-(i), 2.94 g (16.0 mmol) of benzhydrylamine, and 60 mg (0.4 mmol) of sodium iodide were stirred in 3 mL of DMF solution at 80° C. for 1 hour. Thereafter, the mixture was diluted with ethyl acetate, and washed with 1N hydrochloric acid. The organic layer was dried over anhydrous sodium sulfate, and then the solvent was distilled off under reduced pressure. Ethyl acetate was added to the condensed residue, and s... Reactants: [BH4-], CCO, [Na+], O=C(CCCl)c1cccs1. Yields the product OC(CCCl)c1cccs1. As a reaction SMILES: [BH4-:11].[CH3:13][CH2:14][OH:15].[Na+:12].[s:1]1[c:2]([C:6]([CH2:7][CH2:8][Cl:9])=[O:10])[cH:3][cH:4][cH:5]1>>[s:1]1[c:2]([CH:6]([CH2:7][CH2:8][Cl:9])[OH:10])[cH:3][cH:4][cH:5]1. The reactants are [K] (potassium), COCCOC (DME), [N+](=O)([O-])C=1C=C(NC1)C(=O)OCC (Ethyl 4-nitro-1H-pyrrole-2-carboxylate), BrC1CCCC1 (bromocyclopentane). Solvent: CN(C)C=O (DMF), [Cl-].[Na+].O (brine). Run at temperature 80 celsius, time 1 hour. The product is C1(CCCC1)N1C(=CC(=C1)[N+](=O)[O-])C(=O)OCC (Ethyl 1-cyclopentyl-4-nitro-1H-pyrrole-2-carboxylate). The yield is 32.1%. RXN SMILES: [N+:1]([C:4]1[CH:5]=[C:6]([C:9]([O:11][CH2:12][CH3:13])=[O:10])[NH:7][CH:8]=1)([O-:3])=[O:2].[K].Br[CH:16]1[CH2:20][CH2:19][CH2:18][CH2:17]1.COCCOC>CN(C=O)C.[Cl-].[Na+].O>[CH:16]1([N:7]2[CH:8]=[C:4]([N+:1]([O-:3])=[O:2])[CH:5]=[C:6]2[C:9]([O:11][CH2:12][CH3:13])=[O:10])[CH2:20][CH2:19][CH2:18][CH2:17]1 |f:5.6.7,^1:13|. Procedure details: Ethyl 4-nitro-1H-pyrrole-2-carboxylate (1.006 g, 5.432 mmol; see Example 1, step (i) above) was dissolved in DMF (20 mL, dry) to which was added potassium metal (0.492 g, 12.582 mmol) then it was heated to 80° C. and then it was left at that temperature for 1 h with stirring. The reaction mixture was cooled to 50-60° C. after which bromocyclopentane (1 mL, 1.390 g, 9.326 mmol) was added followed by KI (1.548 g, 9.326 mmol). The reaction mixture was heated again for 5 h with stirring at 80° C., a... Starting materials: ClC1=CC=C(C=C1)C1(N=C(N(C1(C)C1=CC=C(C=C1)Cl)C(=O)Cl)C1=C(C=C(C=C1)C(C)(C)C#N)OCC)C (rac-(4S*,5R*)-4,5-bis-(4-chloro-phenyl)-2-[4-(cyano-dimethyl-methyl)-2-ethoxy-phenyl]-4,5-dimethyl-4,5-dihydro-imidazole-1-carbonyl chloride), Cl.Cl.N1(CCNCC1)CC(=O)N (2-piperazin-1-yl-acetamide dihydrochloride). Yields the product ClC1=CC=C(C=C1)[C@@]1(N=C(N([C@]1(C)C1=CC=C(C=C1)Cl)C(=O)N1CCN(CC1)CC(=O)N)C1=C(C=C(C=C1)C(C)(C)C#N)OCC)C (2-(4-{(4S,5R)-4,5-Bis-(4-chloro-phenyl)-2-[4-(cyano-dimethyl-methyl)-2-ethoxy-phenyl]-4,5-dimethyl-4,5-dihydro-imidazole-1-carbonyl}-piperazin-1-yl)-acetamide). RXN SMILES: [Cl:1][C:2]1[CH:7]=[CH:6][C:5]([C:8]2([CH3:38])[C:12]([C:14]3[CH:19]=[CH:18][C:17]([Cl:20])=[CH:16][CH:15]=3)([CH3:13])[N:11]([C:21](Cl)=[O:22])[C:10]([C:24]3[CH:29]=[CH:28][C:27]([C:30]([C:33]#[N:34])([CH3:32])[CH3:31])=[CH:26][C:25]=3[O:35][CH2:36][CH3:37])=[N:9]2)=[CH:4][CH:3]=1.Cl.Cl.[N:41]1([CH2:47][C:48]([NH2:50])=[O:49])[CH2:46][CH2:45][NH:44][CH2:43][CH2:42]1>>[Cl:1][C:2]1[CH:7]=[CH:6][C:5]([C@@:8]2([CH3:38])[C@:12]([C:14]3[CH:15]=[CH:16][C:17]([Cl:20])=[CH:18][CH:19]=3)([CH3:13])[N:11]([C:21]([N:44]3[CH2:45][CH2:46][N:41]([CH2:47][C:48]([NH2:50])=[O:49])[CH2:42][CH2:43]3)=[O:22])[C:10]([C:24]3[CH:29]=[CH:28][C:27]([C:30]([C:33]#[N:34])([CH3:32])[CH3:31])=[CH:26][C:25]=3[O:35][CH2:36][CH3:37])=[N:9]2)=[CH:4][CH:3]=1 |f:1.2.3|. Procedure: In a manner analogous to the method described in example 5, rac-(4S*,5R*)-4,5-bis-(4-chloro-phenyl)-2-[4-(cyano-dimethyl-methyl)-2-ethoxy-phenyl]-4,5-dimethyl-4,5-dihydro-imidazole-1-carbonyl chloride was reacted with 2-piperazin-1-yl-acetamide dihydrochloride (Matrix Scientific) to give the title compound as a racemic mixture. The enantiomers were then separated by supercritical fluid chromatography (Berger Instrument Multi-Gram II, Daicel ChiralPak OD-H 3×25 cm, 35° C. at 100 bar, eluting with... The reactants are N12CCCCCC2=NCCC1 (DBU), ON1C(C=2C(C1=O)=CC=CC2)=O (N-hydroxylphthalimide), BrC(C)CC (2-bromobutane). Run in CN(C)C=O (DMF). Reaction conditions: temperature 55 celsius, time 18 hour. Product: C(C)(CC)ON1C(C2=CC=CC=C2C1=O)=O (2-(sec-butoxy)-1H-isoindole-1,3(2H)-dione). The yield is 88.5%. RXN SMILES: [OH:1][N:2]1[C:6](=[O:7])[C:5]2=[CH:8][CH:9]=[CH:10][CH:11]=[C:4]2[C:3]1=[O:12].N12CCCN=C1C[CH2:17][CH2:16][CH2:15][CH2:14]2.BrC(CC)C>CN(C=O)C>[CH:15]([O:1][N:2]1[C:3](=[O:12])[C:4]2[C:5](=[CH:8][CH:9]=[CH:10][CH:11]=2)[C:6]1=[O:7])([CH2:16][CH3:17])[CH3:14]. Procedure: N-hydroxylphthalimide (18.4 mmol, 3.0 g) was dissolved in anhydrous DMF (20 mL) under nitrogen. To the stirring solution, DBU (1,8-diazabicyclo[5.4.0]undec-7-ene) (27.6 mmol, 4.13 mL) was injected followed by 2-bromobutane (22.1 mmol, 2.41 mL) and the reaction was warmed to 55° C. After stirring for 18 hour, the reaction was cooled to room temperature and concentrated to a red oil. The reaction was partitioned between ethyl acetate and 1N HCl. The organic layer was washed with saturated aqueous ...